Dataset: the Open Reaction Database (ORD), a public repository of structured organic reaction records. Task: describe an organic reaction: reactants, conditions, products, and yield The reactants are CCN(C(C)C)C(C)C, COC(=O)Cl, COC(=O)C1CCNC(c2cc(Cl)cc(Cl)c2)C1, ClCCl, Cl. Yields the product COC(=O)C1CCN(C(=O)OC)C(c2cc(Cl)cc(Cl)c2)C1. Reaction SMILES: [CH:20]([N:21]([CH2:22][CH3:23])[CH:24]([CH3:25])[CH3:26])([CH3:27])[CH3:28].[Cl:29][C:30](=[O:31])[O:32][CH3:33].[Cl:2][c:3]1[cH:4][c:5]([CH:10]2[NH:11][CH2:12][CH2:13][CH:14]([C:16](=[O:17])[O:18][CH3:19])[CH2:15]2)[cH:6][c:7]([Cl:9])[cH:8]1.[Cl:34][CH2:35][Cl:36].[ClH:1]>>[Cl:2][c:3]1[cH:4][c:5]([CH:10]2[N:11]([C:30](=[O:31])[O:32][CH3:33])[CH2:12][CH2:13][CH:14]([C:16](=[O:17])[O:18][CH3:19])[CH2:15]2)[cH:6][c:7]([Cl:9])[cH:8]1.